From a dataset of the Open Reaction Database (ORD), a public repository of structured organic reaction records. describe an organic reaction: reactants, conditions, products, and yield Starting materials: OC1(CCN2C=NC=C21)C2=CC=C(C#N)C=C2 (4-(7-hydroxyl-6,7-dihydro-5H-pyrrolo[1,2-c]imidazol-7-yl)-benzonitrile). The solvent is O1CCCC1 (tetrahydrofuran), Cl (HCl). Reaction conditions: temperature 50 celsius, time 12 hour. Yields the product C1=C2N(C=N1)CC=C2C2=CC=C(C#N)C=C2 (4-(5H-Pyrrolo[1,2-c]imidazol-7-yl)-benzonitrile), SiO2. As a reaction SMILES: O[C:2]1([C:10]2[CH:17]=[CH:16][C:13]([C:14]#[N:15])=[CH:12][CH:11]=2)[C:9]2[N:5]([CH:6]=[N:7][CH:8]=2)[CH2:4][CH2:3]1>O1CCCC1.Cl>[CH:8]1[N:7]=[CH:6][N:5]2[CH2:4][CH:3]=[C:2]([C:10]3[CH:17]=[CH:16][C:13]([C:14]#[N:15])=[CH:12][CH:11]=3)[C:9]=12. Procedure: A mixture of 2.35 mmol of 4-(7-hydroxyl-6,7-dihydro-5H-pyrrolo[1,2-c]imidazol-7-yl)-benzonitrile in 5 ml of tetrahydrofuran and 10 ml of 4N HCl is stirred at 50° C. for 12 hours. The reaction mixture is cooled to room temperature, poured onto ice/4N NaOH and extracted with ethyl acetate (3×). The combined organic phases are dried with sodium sulphate and evaporated. From the residue the title compound is obtained by means of flash chromatography (SiO2 60 F) as a light brown solid. Rt=4.55 (Gradi... Reactants: C1(=CC=CC=C1)N1C(NC(C1)=O)=O (1-phenyl-imidazolidin-2,4-dione), ClC1=C(C(=O)Cl)C=CC=C1 (2-chlorobenzoyl chloride). Solvent: N1=CC=CC=C1 (pyridine). Yields the product ClC1=C(C(=O)N2C(N(CC2=O)C2=CC=CC=C2)=O)C=CC=C1 (3-(2-chlorobenzoyl)-1-phenyl-imidazolidin-2,4-dione). The yield is 13.0%. As a reaction SMILES: [C:1]1([N:7]2[CH2:11][C:10](=[O:12])[NH:9][C:8]2=[O:13])[CH:6]=[CH:5][CH:4]=[CH:3][CH:2]=1.[Cl:14][C:15]1[CH:23]=[CH:22][CH:21]=[CH:20][C:16]=1[C:17](Cl)=[O:18]>N1C=CC=CC=1>[Cl:14][C:15]1[CH:23]=[CH:22][CH:21]=[CH:20][C:16]=1[C:17]([N:9]1[C:10](=[O:12])[CH2:11][N:7]([C:1]2[CH:2]=[CH:3][CH:4]=[CH:5][CH:6]=2)[C:8]1=[O:13])=[O:18]. Reported procedure: In a similar manner to Example 8, 560 mg (3.18 mmol) of 1-phenyl-imidazolidin-2,4-dione were reacted with 560 mg (3.22 mmol) of 2-chlorobenzoyl chloride. After completion of the reaction, pyridine was distilled off under reduced pressure, and the resultant residue was subjected to extraction with ethyl acetate. The organic layer was washed with dilute hydrochloric acid and with saturated saline. The thus-washed organic layer was dried over anhydrous magnesium sulfate, and the solvent was then di... Reactants: [Cl-].O[NH3+] (hydroxylammonium chloride), C(C)(=O)[O-].[Na+] (sodium acetate), C(CCCCCCC)=O (octan-1-one). Solvent: O (water), C(C)O (ethanol), O (H2O). Product: C(CCCCCCC)=NO (octan-1-one oxime). The yield is 270.8%. Reaction SMILES: [Cl-].[OH:2][NH3+:3].C([O-])(=O)C.[Na+].[CH:9](=O)[CH2:10][CH2:11][CH2:12][CH2:13][CH2:14][CH2:15][CH3:16]>O.C(O)C>[CH:9](=[N:3][OH:2])[CH2:10][CH2:11][CH2:12][CH2:13][CH2:14][CH2:15][CH3:16] |f:0.1,2.3|. Reported procedure: To hydroxylammonium chloride (0.39 g; 5.57 mmol) and sodium acetate (0.54 g; 6.57 mmol) dissolved in 5 ml of water is added 1-(6-Benzoyl-9-ethyl-9.H.-carbazol-3-yl)-octan-1-one (2.14 g; 5.03 mol) in 15 ml of ethanol. After refluxing for 7 h, H2O is added to the reaction mixture, the resulting white solid is filtered off, washed with water and dissolved in tetrahydrofurane (THF). After drying this THF solution over anhydrous MgSO4, condensation under reduced pressure affords 2.16 g of a pale yell... Starting materials: ( m ), ( m ), ( w ), ( s ), ( s ), ( s ), NC=1C(=NC=CC1)C(=O)NO (3-amino-2-picoline-hydroxamic acid), C(=O)O (formic acid), ( s ), [K+].[Br-] (KBr), ( s ). Solvent: O (water). Run at time 15 minute. The product is ON1C=NC2=C(C1=O)N=CC=C2 (3-Hydroxy-4-oxo-3,4-dihydro-5-azabenzo-1,3-diazine). Reaction SMILES: [NH2:1][C:2]1[C:3]([C:8]([NH:10][OH:11])=[O:9])=[N:4][CH:5]=[CH:6][CH:7]=1.[CH:12](O)=O.[K+].[Br-]>O>[OH:11][N:10]1[C:8](=[O:9])[C:3]2[N:4]=[CH:5][CH:6]=[CH:7][C:2]=2[N:1]=[CH:12]1 |f:2.3|. Procedure details: A mixture of 1.224 g (8 mmol) of the product produced in Step D of Example 3 and 3 ml of 98% formic acid were heated under reflux for 15 minutes after which 8 ml of water was added, and the whole was boiled for 15 minutes and cooled to room temperature. The precipitate that separated was collected by filtration and washed with water (2×5 ml). After being boiled with ethanol twice, there was obtained 0.71 g (55%) of HODhad, which was obtained in an analytically pure form as a yellow solid: mp 318... Reactants: Cc1cc(N2CCC(N3CCCC3C)C2)ccc1N, O=C(O)c1ccc(-c2cc[nH]n2)cc1. Yields the product Cc1cc(N2CCC(N3CCCC3C)C2)ccc1NC(=O)c1ccc(-c2cc[nH]n2)cc1. Reaction SMILES: [CH3:1][c:2]1[c:3]([NH2:19])[cH:4][cH:5][c:6]([N:8]2[CH2:9][CH:10]([N:13]3[CH:14]([CH3:18])[CH2:15][CH2:16][CH2:17]3)[CH2:11][CH2:12]2)[cH:7]1.[nH:20]1[n:21][c:22](-[c:25]2[cH:26][cH:27][c:28]([C:29](=[O:30])[OH:31])[cH:32][cH:33]2)[cH:23][cH:24]1>>[CH3:1][c:2]1[c:3]([NH:19][C:29]([c:28]2[cH:27][cH:26][c:25](-[c:22]3[n:21][nH:20][cH:24][cH:23]3)[cH:33][cH:32]2)=[O:30])[cH:4][cH:5][c:6]([N:8]2[CH2:9][CH:10]([N:13]3[CH:14]([CH3:18])[CH2:15][CH2:16][CH2:17]3)[CH2:11][CH2:12]2)[cH:7]1. Starting materials: N1C([C@H](CC1)O\N=C(/C(=O)OCC)\C(C)=O)=O (ethyl (Z)-2-[((3S)-2-pyrrolidon-3-yl)-oxyimino]-3-oxo-n-butyrate), S(=O)(=O)(Cl)Cl (sulfuryl chloride). The solvent is C(Cl)Cl (methylene chloride). Run at time 20 hour. The product is N1C([C@H](CC1)O\N=C(/C(=O)OCC)\C(CCl)=O)=O (Ethyl (Z)-2-[((3S)-2-pyrrolidon-3-yl)oxyimino]-3-oxo-4-chloro-n-butyrate). RXN SMILES: [NH:1]1[CH2:5][CH2:4][C@H:3]([O:6]/[N:7]=[C:8](/[C:14](=[O:16])[CH3:15])\[C:9]([O:11][CH2:12][CH3:13])=[O:10])[C:2]1=[O:17].S(Cl)([Cl:21])(=O)=O>C(Cl)Cl>[NH:1]1[CH2:5][CH2:4][C@H:3]([O:6]/[N:7]=[C:8](/[C:14](=[O:16])[CH2:15][Cl:21])\[C:9]([O:11][CH2:12][CH3:13])=[O:10])[C:2]1=[O:17]. Procedure details: 2.4 g of ethyl (Z)-2-[((3S)-2-pyrrolidon-3-yl)-oxyimino]-3-oxo-n-butyrate are dissolved in 15 ml of methylene chloride, and 1.6 g of sulfuryl chloride are added thereto. The mixture is stirred at 15° to 25° C. for 20 hours. Then, the mixture is concentrated under reduced pressure to remove solvent. The residue is dissolved in chloroform, and the solution is washed with water. The chloroform solution is dried and concentrated under reduced pressure to dryness. Ethyl (Z)-2-[((3S)-2-pyrrolidon-3-yl... Starting materials: Cc1nc(Cl)c([N+](=O)[O-])c(Cl)n1, OB(O)c1ccccc1C(F)(F)F, [Na+], [Na+], O=C([O-])[O-], c1ccccc1. The product is Cc1nc(Cl)c([N+](=O)[O-])c(-c2ccccc2C(F)(F)F)n1. RXN SMILES: [Cl:14][c:15]1[n:16][c:17]([CH3:25])[n:18][c:19]([Cl:24])[c:20]1[N+:21](=[O:22])[O-:23].[F:1][C:2]([c:3]1[c:4]([B:9]([OH:10])[OH:11])[cH:5][cH:6][cH:7][cH:8]1)([F:12])[F:13].[Na+:26].[Na+:27].[O-:28][C:29](=[O:30])[O-:31].[cH:32]1[cH:33][cH:34][cH:35][cH:36][cH:37]1>>[F:1][C:2]([c:3]1[c:4](-[c:19]2[n:18][c:17]([CH3:25])[n:16][c:15]([Cl:14])[c:20]2[N+:21](=[O:22])[O-:23])[cH:5][cH:6][cH:7][cH:8]1)([F:12])[F:13]. Starting materials: FC1=C(C=C(C=C1)CC(=O)O)[N+](=O)[O-] (4-Fluoro-3-nitrophenylacetic acid), S(O)(O)(=O)=O (sulfuric acid), CO (methanol). Conditions: time 3 day. Yields the product FC1=C(C=C(C=C1)CC(=O)OC)[N+](=O)[O-] (methyl 4-fluoro-3-nitrophenylacetate). As a reaction SMILES: [F:1][C:2]1[CH:7]=[CH:6][C:5]([CH2:8][C:9]([OH:11])=[O:10])=[CH:4][C:3]=1[N+:12]([O-:14])=[O:13].S(=O)(=O)(O)O.[CH3:20]O>>[F:1][C:2]1[CH:7]=[CH:6][C:5]([CH2:8][C:9]([O:11][CH3:20])=[O:10])=[CH:4][C:3]=1[N+:12]([O-:14])=[O:13]. Procedure: 4-Fluoro-3-nitrophenylacetic acid (31.0 g, 0.156 mol) was added to a mixture of concentrated sulfuric acid (1.6 ml) and methanol (160 ml) and the mixture was stirred for 3 days at room temperature. Most of the solvent was removed in vacuo and the residue was partitioned between diethyl ether and water. The organic phase was washed with saturated aqueous sodium bicarbonate solution and brine, dried over anhydrous magnesium sulfate, filtered and the filtrate was evaporated in vacuo to give methyl ... Yields the product CCOC(=O)CN1c2ccc(OC)nc2C(Nc2ncc(N3CCOCC3)c(Cc3cc(C(F)(F)F)cc(C(F)(F)F)c3)n2)CC1CC. RXN SMILES: [CH3:52][N:53]([CH3:54])[CH:55]=[O:56].[F:1][C:2]([c:3]1[cH:4][c:5]([CH2:6][c:7]2[n:8][c:9]([NH:19][CH:20]3[CH2:21][CH:22]([CH2:32][CH3:33])[NH:23][c:24]4[cH:25][cH:26][c:27]([O:30][CH3:31])[n:28][c:29]43)[n:10][cH:11][c:12]2[N:13]2[CH2:14][CH2:15][O:16][CH2:17][CH2:18]2)[cH:34][c:35]([C:37]([F:38])([F:39])[F:40])[cH:36]1)([F:41])[F:42].[H-:43].[I:45][CH2:46][C:47](=[O:48])[O:49][CH2:50][CH3:51].[Na+:44]>>[F:1][C:2]([c:3]1[cH:4][c:5]([CH2:6][c:7]2[n:8][c:9]([NH:19][CH:20]3[CH2:21][CH:22]([CH2:32][CH3:33])[N:23]([CH2:46][C:47](=[O:48])[O:49][CH2:50][CH3:51])[c:24]4[cH:25][cH:26][c:27]([O:30][CH3:31])[n:28][c:29]43)[n:10][cH:11][c:12]2[N:13]2[CH2:14][CH2:15][O:16][CH2:17][CH2:18]2)[cH:34][c:35]([C:37]([F:38])([F:39])[F:40])[cH:36]1)([F:41])[F:42]. Starting materials: CN(C)C=O, CCC1CC(Nc2ncc(N3CCOCC3)c(Cc3cc(C(F)(F)F)cc(C(F)(F)F)c3)n2)c2nc(OC)ccc2N1, [H-], CCOC(=O)CI, [Na+]. The reactants are C(C)(=O)O[C@H]1[C@@H](O[C@@H]([C@H]1OCC1=CC=CC=C1)[C@H](OCC1=CC=CC=C1)COC(C1=CC=CC=C1)=O)N1C(=O)NC(=O)C(C)=C1 (1-(2-O-acetyl-6-O-benzoyl-3,5-di-O-benzyl-β-D-allofuranosyl)thymine), C[O-].[Na+] (sodium methoxide), Cl (hydrochloric acid), ice. Run at time 14 hour. Procedure details: To a stirred solution of nucleoside 15 (3.00 g, 4.88 mmol) in methanol (50 cm3) was added sodium methoxide (0.79 g, 14.7 mmol). The reaction mixture was stirred for 14 h at room temperature and subsequently neutralised with dilute hydrochloric acid (5 cm3) whereupon ice-cold H2O (50 cm3) was added. The resulting mixture was extracted using ethyl acetate (3×100 cm3) and the combined organic phase was evaporated to dryness under reduced pressure. The residue was purified by silica gel column chrom... Yields the product C(C1=CC=CC=C1)O[C@H]1[C@H]([C@@H](O[C@@H]1[C@H](OCC1=CC=CC=C1)CO)N1C(=O)NC(=O)C(C)=C1)O (1-(3,5-di-O-benzyl-β-D-allofuranosyl)thymine), material. Reaction SMILES: C([O:4][C@@H:5]1[C@H:9]([O:10][CH2:11][C:12]2[CH:17]=[CH:16][CH:15]=[CH:14][CH:13]=2)[C@@H:8]([C@@H:18]([CH2:27][O:28]C(=O)C2C=CC=CC=2)[O:19][CH2:20][C:21]2[CH:26]=[CH:25][CH:24]=[CH:23][CH:22]=2)[O:7][C@H:6]1[N:37]1[CH:45]=[C:43]([CH3:44])[C:41](=[O:42])[NH:40][C:38]1=[O:39])(=O)C.C[O-].[Na+].Cl>CO>[CH2:11]([O:10][C@@H:9]1[C@@H:8]([C@@H:18]([CH2:27][OH:28])[O:19][CH2:20][C:21]2[CH:26]=[CH:25][CH:24]=[CH:23][CH:22]=2)[O:7][C@@H:6]([N:37]2[CH:45]=[C:43]([CH3:44])[C:41](=[O:42])[NH:40][C:38]2=[O:39])[C@@H:5]1[OH:4])[C:12]1[CH:13]=[CH:14][CH:15]=[CH:16][CH:17]=1 |f:1.2|. The solvent is CO (methanol). Yield: 88.0%.